Dataset: the Open Reaction Database (ORD), a public repository of structured organic reaction records. Task: describe an organic reaction: reactants, conditions, products, and yield Run in C(C)OCC (diethyl ether), C(C)OCC (diethyl ether). Reaction conditions: time 1.5 hour. Yields the product FC(CNCCO)(C)F (2-(2,2-Difluoro-propylamino)-ethanol). Procedure: To a stirred solution of lithium aluminum hydride (5.5 g, 146 mmol) in diethyl ether (85 ml) was added a solution of 2,2-difluoro-N-(2-hydroxy-ethyl)-propionamide (11.2 g, 73 mmol) in diethyl ether (55 ml) dropwise at such a rate to maintain a gentle reflux. After an additional 1.5 hours, the reaction was quenched with sodium sulfate decahydrate, diluted with ethyl acetate and allowed to stir for 18 hours. The mixture was filtered with the aid of diatomaceous earth, washing with ethyl acetate. T... Starting materials: [H-].[Al+3].[Li+].[H-].[H-].[H-] (lithium aluminum hydride), FC(C(=O)NCCO)(C)F (2,2-difluoro-N-(2-hydroxy-ethyl)-propionamide). RXN SMILES: [H-].[Al+3].[Li+].[H-].[H-].[H-].[F:7][C:8]([F:16])([CH3:15])[C:9]([NH:11][CH2:12][CH2:13][OH:14])=O>C(OCC)C>[F:7][C:8]([F:16])([CH3:15])[CH2:9][NH:11][CH2:12][CH2:13][OH:14] |f:0.1.2.3.4.5|.